From a dataset of the Open Reaction Database (ORD), a public repository of structured organic reaction records. describe an organic reaction: reactants, conditions, products, and yield The reactants are CN(C)CC1=CC2=C(CN(CC2)C(CCCCCC2=CC=C(C=C2)F)=O)O1 (1-(2-Dimethylaminomethyl-5,7-dihydro-4H-furo[2,3-c]pyridin-6-yl)-6-(4-fluorophenyl)hexan-1-one), Cl (hydrogen chloride). The solvent is CO (methanol), C(C)(=O)OCC (ethyl acetate). Yields the product Cl.CN(C)CC1=CC2=C(CN(CC2)C(CCCCCC2=CC=C(C=C2)F)=O)O1 (1-(2-dimethylaminomethyl-5,7-dihydro-4H-furo[2,3-c]pyridin-6-yl)-6-(4-fluorophenyl)hexan-1-one hydrochloride). As a reaction SMILES: [CH3:1][N:2]([CH2:4][C:5]1[O:27][C:8]2[CH2:9][N:10]([C:13](=[O:26])[CH2:14][CH2:15][CH2:16][CH2:17][CH2:18][C:19]3[CH:24]=[CH:23][C:22]([F:25])=[CH:21][CH:20]=3)[CH2:11][CH2:12][C:7]=2[CH:6]=1)[CH3:3].[ClH:28]>CO.C(OCC)(=O)C>[ClH:28].[CH3:1][N:2]([CH2:4][C:5]1[O:27][C:8]2[CH2:9][N:10]([C:13](=[O:26])[CH2:14][CH2:15][CH2:16][CH2:17][CH2:18][C:19]3[CH:24]=[CH:23][C:22]([F:25])=[CH:21][CH:20]=3)[CH2:11][CH2:12][C:7]=2[CH:6]=1)[CH3:3] |f:4.5|. Procedure details: 1-(2-Dimethylaminomethyl-5,7-dihydro-4H-furo[2,3-c]pyridin-6-yl)-6-(4-fluorophenyl)hexan-1-one 0.098 g was dissolved in 2 ml of methanol; hydrogen chloride in ethyl acetate was added in excess, followed by stirring. After this mixture was concentrated, the resulting solid was washed with diethyl ether to yield the desired product. The reactants are N1=CC=C(C2=CC=CC=C12)N1CCOC2=C(C1)C=C(C=C2)C=2C=C(C(=CC2)N)N (4-(4-quinolin-4-yl-2,3,4,5-tetrahydro-1,4-benzoxazepin-7-yl)-benzene-1,2-diamine), C(=S)(N1C=NC=C1)N1C=NC=C1 (1,1′-thiocarbonyldiimidazole). The solvent is O1CCCC1 (tetrahydrofuran). Reaction conditions: time 20 hour. Yields the product N1=CC=C(C2=CC=CC=C12)N1CCOC2=C(C1)C=C(C=C2)C2=CC1=C(NC(N1)=S)C=C2 (5-(4-quinolin-4-yl-2,3,4,5-tetrahydro-1,4-benzoxazepin-7-yl)-1,3-dihydro-2H-benzimidazole-2-thione). Yield: 51.0%. RXN SMILES: [N:1]1[C:10]2[C:5](=[CH:6][CH:7]=[CH:8][CH:9]=2)[C:4]([N:11]2[CH2:17][C:16]3[CH:18]=[C:19]([C:22]4[CH:23]=[C:24]([NH2:29])[C:25]([NH2:28])=[CH:26][CH:27]=4)[CH:20]=[CH:21][C:15]=3[O:14][CH2:13][CH2:12]2)=[CH:3][CH:2]=1.[C:30](N1C=CN=C1)(N1C=CN=C1)=[S:31]>O1CCCC1>[N:1]1[C:10]2[C:5](=[CH:6][CH:7]=[CH:8][CH:9]=2)[C:4]([N:11]2[CH2:17][C:16]3[CH:18]=[C:19]([C:22]4[CH:27]=[CH:26][C:25]5[NH:28][C:30](=[S:31])[NH:29][C:24]=5[CH:23]=4)[CH:20]=[CH:21][C:15]=3[O:14][CH2:13][CH2:12]2)=[CH:3][CH:2]=1. Procedure details: To a solution of 4-(4-quinolin-4-yl-2,3,4,5-tetrahydro-1,4-benzoxazepin-7-yl)-benzene-1,2-diamine (630 mg, 1.65 mmol, synthesized according to the method of example 2 step) in tetrahydrofuran (30 mL) was added 1,1′-thiocarbonyldiimidazole (587 mg, 3.29 mmol), and the reaction mixture was stirred at room temperature for 20 h. The mixture was concentrated and the residue crystallized from methanol to give 5-(4-quinolin-4-yl-2,3,4,5-tetrahydro-1,4-benzoxazepin-7-yl)-1,3-dihydro-2H-benzimidazole-2-t...